From a dataset of the Open Reaction Database (ORD), a public repository of structured organic reaction records. describe an organic reaction: reactants, conditions, products, and yield Starting materials: BrCC(COC=1C=C2CCC(NC2=CC1)=O)O (6-(3-bromo-2-hydroxypropoxy)-3,4-dihydroquinolin-2(1H)-one), powder, [Cr](=O)(=O)([O-])Cl.[NH+]1=CC=CC=C1 (pyridinium chlorochromate). The solvent is C(Cl)Cl (DCM). Run at time 12 hour. The product is BrCC(COC=1C=C2CCC(NC2=CC1)=O)=O (6-(3-bromo-2-oxopropoxy)-3,4-dihydroquinolin-2(1H)-one), solid. Yield: 76.0%. As a reaction SMILES: [Br:1][CH2:2][CH:3]([OH:17])[CH2:4][O:5][C:6]1[CH:7]=[C:8]2[C:13](=[CH:14][CH:15]=1)[NH:12][C:11](=[O:16])[CH2:10][CH2:9]2.[Cr](Cl)([O-])(=O)=O.[NH+]1C=CC=CC=1>C(Cl)Cl>[Br:1][CH2:2][C:3](=[O:17])[CH2:4][O:5][C:6]1[CH:7]=[C:8]2[C:13](=[CH:14][CH:15]=1)[NH:12][C:11](=[O:16])[CH2:10][CH2:9]2 |f:1.2|. Reported procedure: To a stirred solution of 6-(3-bromo-2-hydroxypropoxy)-3,4-dihydroquinolin-2(1H)-one (0.2 g, 0.666 mmol) in DCM was added 4 Å molecular sieves powder (0.2 g) and pyridinium chlorochromate (0.287 g, 1.333 mmol). The reaction mixture was stirred at room temperature for 12 h. The reaction mixture was filtered through celite and washed with DCM (50 mL). The filtrate was concentrated and the crude product purified by flash chromatography on silica gel using 60% ethyl acetate in hexane to give 6-(3-bro... Starting materials: C1(=CC=C(C=C1)S(=O)(=O)OCCC1COC2=CC=CC=C2C1)C (3-[2-(p-toluenesulphonyloxy)ethyl]chroman), Cl.COC(=O)CCN (N-(2-methoxycarbonylethyl)-amine hydrochloride), C(C)N(C(C)C)C(C)C (N-ethyl-N,N-diisopropylamine). Solvent: CN(C=O)C (dimethylformamide). Conditions: time 16 hour. The product is Cl.O1CC(CC2=CC=CC=C12)CCNCCC(=O)OC (N-[2-(chroman-3-yl)ethyl]-N-(2-methoxycarbonylethyl)-amine hydrochloride). Reaction SMILES: C1(C)C=CC(S(O[CH2:11][CH2:12][CH:13]2[CH2:22][C:21]3[C:16](=[CH:17][CH:18]=[CH:19][CH:20]=3)[O:15][CH2:14]2)(=O)=O)=CC=1.[ClH:24].[CH3:25][O:26][C:27]([CH2:29][CH2:30][NH2:31])=[O:28].C(N(C(C)C)C(C)C)C>CN(C)C=O>[ClH:24].[O:15]1[C:16]2[C:21](=[CH:20][CH:19]=[CH:18][CH:17]=2)[CH2:22][CH:13]([CH2:12][CH2:11][NH:31][CH2:30][CH2:29][C:27]([O:26][CH3:25])=[O:28])[CH2:14]1 |f:1.2,5.6|. Procedure: 33.2 g (0.1 mol) of 3-[2-(p-toluenesulphonyloxy)ethyl]chroman, 14.0 g of N-(2-methoxycarbonylethyl)-amine hydrochloride and 39 g of N-ethyl-N,N-diisopropylamine are dissolved under nitrogen in 750 ml of dimethylformamide and the solution is stirred for 16 hours at room temperature. The reaction mixture is subsequently concentrated to approximately 200 ml under reduced pressure, 500 ml of water are then added and the whole is extracted by shaking three times with 150 ml of dichloromethane each ti... Reactants: BrCc1ccccc1, COC(=O)C(CO)NC(c1ccccc1)(c1ccccc1)c1ccccc1, C[N+](C)(C)Cc1ccccc1, [Cl-], ClCCl, [Na+], [OH-], O. Product: COC(=O)C(COCc1ccccc1)NC(c1ccccc1)(c1ccccc1)c1ccccc1. Reaction SMILES: [Br:30][CH2:31][c:32]1[cH:33][cH:34][cH:35][cH:36][cH:37]1.[C:1]([c:2]1[cH:3][cH:4][cH:5][cH:6][cH:7]1)([c:8]1[cH:9][cH:10][cH:11][cH:12][cH:13]1)([c:14]1[cH:15][cH:16][cH:17][cH:18][cH:19]1)[NH:20][CH:21]([CH2:22][OH:23])[C:24](=[O:25])[O:26][CH3:27].[CH2:43]([N+:44]([CH3:45])([CH3:46])[CH3:47])[c:48]1[cH:49][cH:50][cH:51][cH:52][cH:53]1.[Cl-:42].[Cl:39][CH2:40][Cl:41].[Na+:29].[OH-:28].[OH2:38]>>[C:1]([c:2]1[cH:3][cH:4][cH:5][cH:6][cH:7]1)([c:8]1[cH:9][cH:10][cH:11][cH:12][cH:13]1)([c:14]1[cH:15][cH:16][cH:17][cH:18][cH:19]1)[NH:20][CH:21]([CH2:22][O:23][CH2:31][c:32]1[cH:33][cH:34][cH:35][cH:36][cH:37]1)[C:24](=[O:25])[O:26][CH3:27]. Reactants: O=C([O-])[O-], CCN(CC)c1cnn2c(I)cccc12, COCCOC, OB(O)c1ccc(Cl)cc1Cl, [Na+], [Na+], c1ccc(P(c2ccccc2)(c2ccccc2)[Pd](P(c2ccccc2)(c2ccccc2)c2ccccc2)(P(c2ccccc2)(c2ccccc2)c2ccccc2)P(c2ccccc2)(c2ccccc2)c2ccccc2)cc1. The product is CCN(CC)c1cnn2c(-c3ccc(Cl)cc3Cl)cccc12. RXN SMILES: [C:27](=[O:28])([O-:29])[O-:30].[CH2:1]([CH3:2])[N:3]([c:4]1[cH:5][n:6][n:7]2[c:8]1[cH:9][cH:10][cH:11][c:12]2[I:13])[CH2:14][CH3:15].[CH3:33][O:34][CH2:35][CH2:36][O:37][CH3:38].[Cl:16][c:17]1[c:18]([B:24]([OH:25])[OH:26])[cH:19][cH:20][c:21]([Cl:23])[cH:22]1.[Na+:31].[Na+:32].[cH:39]1[cH:40][cH:41][c:42]([P:43]([Pd:44]([P:45]([c:46]2[cH:47][cH:48][cH:49][cH:50][cH:51]2)([c:52]2[cH:53][cH:54][cH:55][cH:56][cH:57]2)[c:58]2[cH:59][cH:60][cH:61][cH:62][cH:63]2)([P:64]([c:65]2[cH:66][cH:67][cH:68][cH:69][cH:70]2)([c:71]2[cH:72][cH:73][cH:74][cH:75][cH:76]2)[c:77]2[cH:78][cH:79][cH:80][cH:81][cH:82]2)[P:83]([c:84]2[cH:85][cH:86][cH:87][cH:88][cH:89]2)([c:90]2[cH:91][cH:92][cH:93][cH:94][cH:95]2)[c:96]2[cH:97][cH:98][cH:99][cH:100][cH:101]2)([c:102]2[cH:103][cH:104][cH:105][cH:106][cH:107]2)[c:108]2[cH:109][cH:110][cH:111][cH:112][cH:113]2)[cH:114][cH:115]1>>[CH2:1]([CH3:2])[N:3]([c:4]1[cH:5][n:6][n:7]2[c:8]1[cH:9][cH:10][cH:11][c:12]2-[c:18]1[c:17]([Cl:16])[cH:22][c:21]([Cl:23])[cH:20][cH:19]1)[CH2:14][CH3:15].